Dataset: the Open Reaction Database (ORD), a public repository of structured organic reaction records. Task: describe an organic reaction: reactants, conditions, products, and yield The reactants are NC=1C=CC=C2C(=C(NC12)C(=O)N)S(=O)(=O)N1CCOCC1 (7-amino-3-(morpholin-4-ylsulfonyl)-1H-indole-2-carboxamide), C(=O)C1=CC=NC=C1 (4-formylpyridine), [BH4-].[Na+] (sodium borohydride). Run in CO (methanol). Reaction conditions: time 8 hour. The product is N1(CCOCC1)S(=O)(=O)C1=C(NC2=C(C=CC=C12)NCC1=CC=NC=C1)C(=O)N (3-(Morpholin-4-ylsulfonyl)-7-[(pyridin-4-ylmethyl)amino]-1H-indole-2-carboxamide). As a reaction SMILES: [NH2:1][C:2]1[CH:3]=[CH:4][CH:5]=[C:6]2[C:10]=1[NH:9][C:8]([C:11]([NH2:13])=[O:12])=[C:7]2[S:14]([N:17]1[CH2:22][CH2:21][O:20][CH2:19][CH2:18]1)(=[O:16])=[O:15].[CH:23]([C:25]1[CH:30]=[CH:29][N:28]=[CH:27][CH:26]=1)=O.[BH4-].[Na+]>CO>[N:17]1([S:14]([C:7]2[C:6]3[C:10](=[C:2]([NH:1][CH2:23][C:25]4[CH:30]=[CH:29][N:28]=[CH:27][CH:26]=4)[CH:3]=[CH:4][CH:5]=3)[NH:9][C:8]=2[C:11]([NH2:13])=[O:12])(=[O:16])=[O:15])[CH2:18][CH2:19][O:20][CH2:21][CH2:22]1 |f:2.3|. Procedure: To a solution of 7-amino-3-(morpholin-4-ylsulfonyl)-1H-indole-2-carboxamide from Example 7 (36 mg, 0.11 mmol) in 1 mL of methanol was added 4-formylpyridine (24 mg, 0.22 mmol). After stirring overnight, sodium borohydride was added (13 mg, 0.33 mmol). After 2 hours, the reaction was quenched with 3N HCl, concentrated in vacuo, taken up in DMF, and purified by preparative reversed phase HPLC. The titled product was obtained as a yellow solid. Proton NMR for the product was consistent with the tit... Reactants: Cl.C(C)(C)(C)C1=CC=C(C=C1)C(C1=CC=CC=C1)(O)C1CCN(CC1)CCCC(=O)C1=CC=CC=C1 (4-[4-[α-(p tert-butylphenyl)-α-hydroxybenzyl]piperidino]butyrophenone hydrochloride), C[O-].[Na+] (sodium methoxide), [BH4-].[K+] (potassium borohydride). The solvent is O (water), CO (methanol). Run at time 8 hour. Product: C(C)(C)(C)C1=CC=C(C=C1)C(C1=CC=CC=C1)(O)C1CCN(CC1)CCCC(O)C1=CC=CC=C1 (4-[α-(p-tert-butylphenyl)-α-hydroxybenzyl]-α-phenyl-1-piperidinebutanol). RXN SMILES: Cl.[C:2]([C:6]1[CH:11]=[CH:10][C:9]([C:12]([CH:20]2[CH2:25][CH2:24][N:23]([CH2:26][CH2:27][CH2:28][C:29]([C:31]3[CH:36]=[CH:35][CH:34]=[CH:33][CH:32]=3)=[O:30])[CH2:22][CH2:21]2)([OH:19])[C:13]2[CH:18]=[CH:17][CH:16]=[CH:15][CH:14]=2)=[CH:8][CH:7]=1)([CH3:5])([CH3:4])[CH3:3].C[O-].[Na+].[BH4-].[K+]>CO.O>[C:2]([C:6]1[CH:7]=[CH:8][C:9]([C:12]([CH:20]2[CH2:21][CH2:22][N:23]([CH2:26][CH2:27][CH2:28][CH:29]([C:31]3[CH:32]=[CH:33][CH:34]=[CH:35][CH:36]=3)[OH:30])[CH2:24][CH2:25]2)([OH:19])[C:13]2[CH:18]=[CH:17][CH:16]=[CH:15][CH:14]=2)=[CH:10][CH:11]=1)([CH3:5])([CH3:3])[CH3:4] |f:0.1,2.3,4.5|. Procedure: To a mixture of 4.2 g (0.0083 mole) of 4-[4-[α-(p tert-butylphenyl)-α-hydroxybenzyl]piperidino]butyrophenone hydrochloride and 0.54 g (0.01 mole) of sodium methoxide in 25 ml of methanol is added 2.16 g (0.04 mole) of potassium borohydride. The reaction mixture is stirred overnight, diluted with water and the methanol removed under reduced pressure. The remaining material is extracted with chloroform, washed with water, dried over magnesium sulfate and filtered. The filtrate is concentrated, and... The reactants are N1[C@H](C(=O)O)CCC1 (proline), C1=2C(=O)OC(NC1=CC=CC2)=O (isatoic anhydride), B (borane). Solvent: O1CCCC1 (tetrahydrofuran). Yields the product C1CCN2C1C(NC1=C(C2)C=CC=C1)=O (1,2,3,5,10,11a-Hexahydro-11H-pyrrolo [2,1-c] [1,4] benzodiazepin-11-one). RXN SMILES: [NH:1]1[CH2:8][CH2:7][CH2:6][C@H:2]1[C:3]([OH:5])=O.[C:9]12[C:15](=[CH:16][CH:17]=[CH:18][CH:19]=1)[NH:14]C(=O)O[C:10]2=O.B>O1CCCC1>[CH2:6]1[CH:2]2[C:3](=[O:5])[NH:14][C:15]3[CH:16]=[CH:17][CH:18]=[CH:19][C:9]=3[CH2:10][N:1]2[CH2:8][CH2:7]1. Procedure details: The above compound, melting point 174°-176°c., is obtained when 1,2,3,11a-tetrahydro-5H-pyrrolo [2,1-c] [1,4] benzodiazepin-5,11(10H)-dione (prepared from proline and isatoic anhydride by the procedure of Example 1) is treated with 1M borane in tetrahydrofuran as described in the procedure of Example 1. The reactants are C(C)O (ethanol), C(C)(C)(C)OC(NC1=NC(=CC=C1)C(C1=C(C=CC(=C1)F)F)S(=O)(=O)C1=CC=C(C=C1)Cl)=O (t-butyl[6-[(4-chlorophenylsulfonyl)(2,5-difluorophenyl)methyl]pyridin-2-yl]carbamate), Cl (hydrochloric acid). The solvent is C(C)(=O)OCC (ethyl acetate). Conditions: time 6 hour. Yields the product ClC1=CC=C(C=C1)S(=O)(=O)C(C1=CC=CC(=N1)N)C1=C(C=CC(=C1)F)F (6-[(4-Chlorophenylsulfonyl)(2,5-difluorophenyl)methyl]pyridin-2-ylamine). Isolated yield 71.8%. As a reaction SMILES: C(O)C.C(OC(=O)[NH:10][C:11]1[CH:16]=[CH:15][CH:14]=[C:13]([CH:17]([S:26]([C:29]2[CH:34]=[CH:33][C:32]([Cl:35])=[CH:31][CH:30]=2)(=[O:28])=[O:27])[C:18]2[CH:23]=[C:22]([F:24])[CH:21]=[CH:20][C:19]=2[F:25])[N:12]=1)(C)(C)C.Cl>C(OCC)(=O)C>[Cl:35][C:32]1[CH:33]=[CH:34][C:29]([S:26]([CH:17]([C:18]2[CH:23]=[C:22]([F:24])[CH:21]=[CH:20][C:19]=2[F:25])[C:13]2[N:12]=[C:11]([NH2:10])[CH:16]=[CH:15][CH:14]=2)(=[O:28])=[O:27])=[CH:30][CH:31]=1. Procedure: To an ethanol (5 ml) solution of t-butyl[6-[(4-chlorophenylsulfonyl)(2,5-difluorophenyl)methyl]pyridin-2-yl]carbamate (370 mg, 0.748 mmol) was added concentrated hydrochloric acid (5 ml). The resulting mixture was stirred at room temperature for 6 hours. The reaction mixture was concentrated under reduced pressure. To the residue thus obtained was added ethyl acetate. The resulting mixture was washed sequentially with saturated sodium bicarbonate and brine. The organic layer thus obtained was dr... The reactants are [N+](=O)([O-])C1=CC(=C(C(=O)NCCN(CC)CC)C=C1)OC (4-nitro-N-(2-diethylamino-ethyl)-2-methoxy-benzamide). The reagents and catalysts are [Pd] (palladium on carbon). Solvent: O1CCCC1.C(C)O (tetrahydrofuran ethanol). The product is NC1=CC(=C(C(=O)NCCN(CC)CC)C=C1)OC (4-amino-N-(2-diethylamino-ethyl)-2-methoxy-benzamide). Yield: 106.4%. As a reaction SMILES: [N+:1]([C:4]1[CH:19]=[CH:18][C:7]([C:8]([NH:10][CH2:11][CH2:12][N:13]([CH2:16][CH3:17])[CH2:14][CH3:15])=[O:9])=[C:6]([O:20][CH3:21])[CH:5]=1)([O-])=O>O1CCCC1.C(O)C.[Pd]>[NH2:1][C:4]1[CH:19]=[CH:18][C:7]([C:8]([NH:10][CH2:11][CH2:12][N:13]([CH2:14][CH3:15])[CH2:16][CH3:17])=[O:9])=[C:6]([O:20][CH3:21])[CH:5]=1 |f:1.2|. Procedure: 5.7 g (19.3 mmol) of 4-nitro-N-(2-diethylamino-ethyl)-2-methoxy-benzamide is dissolved in 120 ml of tetrahydrofuran:ethanol 1:1>mixed with 2 g of palladium on carbon (10%×50% water) and hydrogenated for 1 hour at room temperature and normal pressure. After being drawn off on diatomaceous earth and after concentration by evaporation, 5.45 g of 4-amino-N-(2-diethylamino-ethyl)-2-methoxy-benzamide is obtained. The product is C(C)C(C(=O)OC)(CC)O (methyl 2-ethyl-2-hydroxybutyrate). Reactants: C(C)C(C(=O)O)(CC)O (2-ethyl-2-hydroxybutyric acid), S(O)(O)(=O)=O (sulfuric acid), CO (methanol). Reported procedure: To a solution of 2-ethyl-2-hydroxybutyric acid (5.00 g) in methanol (35 mL) was added conc. sulfuric acid (0.25 mL), and the mixture was refluxed at room temperature for 18 hours and then refluxed under heating for 18 hours. After cooling, the reaction mixture was concentrated in vacuo, and the resultant residue was diluted with diethylether. The mixture was washed successively with an aqueous saturated sodium hydrogencarbonate solution and brine, dried over sodium sulfate and concentrated in va... RXN SMILES: [CH2:1]([C:3]([OH:9])([CH2:7][CH3:8])[C:4]([OH:6])=[O:5])[CH3:2].S(=O)(=O)(O)O.[CH3:15]O>>[CH2:1]([C:3]([OH:9])([CH2:7][CH3:8])[C:4]([O:6][CH3:15])=[O:5])[CH3:2]. Reactants: C(C=O)(=O)O (glyoxylic acid), C(C)(=O)[O-].[NH4+] (ammonium acetate), C1(=CC=CC=C1)O (phenol). Solvent: O (water). Product: C1=CC(=CC=C1C(C(=O)O)N)O (DL-p-hydroxyphenylglycine). The yield is 28.9%. Reaction SMILES: [C:1]([OH:5])(=[O:4])[CH:2]=O.C([O-])(=O)C.[NH4+:10].[C:11]1([OH:17])[CH:16]=[CH:15][CH:14]=[CH:13][CH:12]=1>O>[CH:13]1[C:14]([CH:2]([NH2:10])[C:1]([OH:5])=[O:4])=[CH:15][CH:16]=[C:11]([OH:17])[CH:12]=1 |f:1.2|. Procedure: 30 g of an aqueous 40% glyoxylic acid solution are added to 70 ml of water, and 37.5 g of ammonium acetate and 22.5 g of phenol are added thereto under stirring. The mixture is stirred at room temperature for 41 hours. The crystalline precipitates are collected by filtration under cooling, and then successively washed with water and methanol. 7.8 g of DL-p-hydroxyphenylglycine are thereby obtained as white crystals. Yield: 28.9%, M.p. 225°-228° C. (decomp.). Reactants: COc1ccc(C2(C)CNC(=O)O2)cc1OCc1ccccc1, CCOC(C)=O, ClC(Cl)Cl. The product is COc1ccc(C2(C)CNC(=O)O2)cc1O. As a reaction SMILES: [CH2:1]([c:2]1[cH:3][cH:4][cH:5][cH:6][cH:7]1)[O:8][c:9]1[cH:10][c:11]([C:17]2([CH3:23])[CH2:18][NH:19][C:20](=[O:22])[O:21]2)[cH:12][cH:13][c:14]1[O:15][CH3:16].[CH3:28][CH2:29][O:30][C:31](=[O:32])[CH3:33].[Cl:24][CH:25]([Cl:26])[Cl:27]>>[OH:8][c:9]1[cH:10][c:11]([C:17]2([CH3:23])[CH2:18][NH:19][C:20](=[O:22])[O:21]2)[cH:12][cH:13][c:14]1[O:15][CH3:16]. Reactants: C(C)(=O)C1=C(OCC(COC2=CC=C(C=C2)C#N)O)C=CC=C1O (1-(2-acetyl-3-hydroxyphenoxy)-2-hydroxy-3-p-cyanophenoxypropane), [Na] (sodium), C(C)O (ethanol), [O-]CC.[Na+] (sodium ethoxide). Run in C(C)(=O)O (acetic acid), O (water), C(C(=O)OCC)(=O)OCC (diethyl oxalate), C1=CC=CC=C1 (benzene). The product is C(=O)(OCC)C=1OC2=CC=CC(=C2C(C1)=O)OCC(COC1=CC=C(C=C1)C#N)O (1-(2-carbethoxychromon-5-yloxy)-2-hydroxy-3-p-cyanophenoxypropane). Reaction SMILES: [C:1]([C:4]1[C:23]([OH:24])=[CH:22][CH:21]=[CH:20][C:5]=1[O:6][CH2:7][CH:8]([OH:19])[CH2:9][O:10][C:11]1[CH:16]=[CH:15][C:14]([C:17]#[N:18])=[CH:13][CH:12]=1)(=[O:3])[CH3:2].[O-:25][CH2:26][CH3:27].[Na+].[Na].[CH2:30]([OH:32])[CH3:31]>C(OCC)(=O)C(OCC)=O.C1C=CC=CC=1.O.C(O)(=O)C>[C:26]([C:27]1[O:24][C:23]2[C:4]([C:1](=[O:3])[CH:2]=1)=[C:5]([O:6][CH2:7][CH:8]([OH:19])[CH2:9][O:10][C:11]1[CH:16]=[CH:15][C:14]([C:17]#[N:18])=[CH:13][CH:12]=1)[CH:20]=[CH:21][CH:22]=2)([O:32][CH2:30][CH3:31])=[O:25] |f:1.2,^1:28|. Reported procedure: A suspension of 1-(2-acetyl-3-hydroxyphenoxy)-2-hydroxy-3-p-cyanophenoxypropane (13.1 g) in diethyl oxalate (15 ml) was added to a suspension of sodium ethoxide, prepared from sodium (3.0 g) and ethanol (30 ml) in dry benzene (200 ml). The resulting mixture was heated under reflux for 2 hours, cooled, poured onto ice (100 g), and acidified with a solution of acetic acid (12 ml) in water (80 ml). The benzene layer was separated, and the aqueous layer extracted with ether (3 × 25 ml). The extracts...